Dataset: the Open Reaction Database (ORD), a public repository of structured organic reaction records. Task: describe an organic reaction: reactants, conditions, products, and yield Starting materials: C(C1=CC=CC=C1)C1(CCOCC1)O (4-Benzyltetrahydropyran-4-ol), [C-]#N.[Na+] (NaCN), CCCCCC.CCOC(=O)C (hexane EtOAc). Conditions: time 5 day. The product is C(C1=CC=CC=C1)C1(CCOCC1)NC=O (N-(4-Benzyltetrahydropyran-4-yl)-formamide). Isolated yield 11.0%. As a reaction SMILES: [CH2:1]([C:8]1(O)[CH2:13][CH2:12][O:11][CH2:10][CH2:9]1)[C:2]1[CH:7]=[CH:6][CH:5]=[CH:4][CH:3]=1.[C-]#[N:16].[Na+].CCCCCC.CCO[C:27](C)=[O:28]>>[CH2:1]([C:8]1([NH:16][CH:27]=[O:28])[CH2:13][CH2:12][O:11][CH2:10][CH2:9]1)[C:2]1[CH:7]=[CH:6][CH:5]=[CH:4][CH:3]=1 |f:1.2,3.4|. Procedure details: Tertiary alcohol 17 (13.9 g, 72.4 mmol) is treated with NaCN according to general procedure B. TLC analysis (1:1 hexane/EtOAc) indicates that 17 is completely converted into a high Rf product within a few hours. Prolonged stirring of the reaction mixture first at rt(5 days), then at 50° C. (16 h), gives only a small amount of a lower Rf product. The reaction is worked up by the general method, and the mixture is purified by filtration through silica gel with 1:1 hexane/EtOAc. The material (8.0 g... Reactants: COCOC1=C(C=CC(=C1)OCOC)C1CC(CCC1)NC(C)=O ((±)-N-{3-[2,4-bis(methoxymethoxy)phenyl]cyclohexyl}acetamide), resin. Solvent: CO (methanol). The product is OC1=C(C=CC(=C1)O)C1CC(CCC1)NC(C)=O ((±)-N-[3-(2,4-dihydroxyphenyl)cyclohexyl]acetamide). The yield is 33.8%. As a reaction SMILES: COC[O:4][C:5]1[CH:10]=[C:9]([O:11]COC)[CH:8]=[CH:7][C:6]=1[CH:15]1[CH2:20][CH2:19][CH2:18][CH:17]([NH:21][C:22](=[O:24])[CH3:23])[CH2:16]1>CO>[OH:4][C:5]1[CH:10]=[C:9]([OH:11])[CH:8]=[CH:7][C:6]=1[CH:15]1[CH2:20][CH2:19][CH2:18][CH:17]([NH:21][C:22](=[O:24])[CH3:23])[CH2:16]1. Procedure: (±)-N-{3-[2,4-bis(methoxymethoxy)phenyl]cyclohexyl}acetamide (20 mg), methanol (2 ml) and acidic ion exchange resin (300 mg) were heated under reflux for 3 hr. The reaction mixture was filtered and the resin was washed with methanol. The combined filtrate and washings were evaporated in vacuo and the crude residue was purified by preparative HPLC to furnish the title compound as a solid (5 mg, 34%). δH (CD3OD) 1.10-2.00 (11H, m), 2.90 (0.3H, tt), 3.08 (0.7H, tt), 3.70-3.80 (0.3H, m), 4.16 (0.7H,... The reactants are ClCCN1C=NC=C1 (1-(2-chloroethyl)imidazole), C(=O)([O-])[O-].[K+].[K+] (K2CO3), C1(=CC=CC=C1)C1=NNC2=C1C=NC=C2 (3-Phenyl-1H-pyrazolo[4,3-c]pyridine), C(C)(=O)OCC (ethyl acetate), ClCCN1C=NC=C1 (1-(2-chloroethyl)imidazole), C(=O)([O-])[O-].[K+].[K+] (K2CO3), O (H2O). Run in CN(C=O)C (N,N-dimethylformamide). Run at time 45 minute. The product is N1C(=NC=C1)C(=O)CCN1N=C(C=2C=NC=CC21)C2=CC=CC=C2 (1-[2-(1H-Imidazoyl)ethyl]-3-phenyl-1H-pyrazolo[4,3-c]pyridine). Reaction SMILES: [C:1]1([C:7]2[C:11]3[CH:12]=[N:13][CH:14]=[CH:15][C:10]=3[NH:9][N:8]=2)[CH:6]=[CH:5][CH:4]=[CH:3][CH:2]=1.ClCC[N:19]1[CH:23]=[CH:22][N:21]=[CH:20]1.[C:24]([O-:27])([O-])=O.[K+].[K+].O.[C:31](OCC)(=O)[CH3:32]>CN(C)C=O>[NH:21]1[CH:22]=[CH:23][N:19]=[C:20]1[C:24]([CH2:31][CH2:32][N:9]1[C:10]2[CH:15]=[CH:14][N:13]=[CH:12][C:11]=2[C:7]([C:1]2[CH:2]=[CH:3][CH:4]=[CH:5][CH:6]=2)=[N:8]1)=[O:27] |f:2.3.4|. Procedure: 3-Phenyl-1H-pyrazolo[4,3-c]pyridine (2.93 g) was suspended in 30 ml of N,N-dimethylformamide to which 1-(2-chloroethyl)imidazole (2.15 g) and K2CO3 (2.3 g) had been added. This mixture was stirred and warmed at 90° for 2 hours and then an additional 0.20 g of 1-(2-chloroethyl)imidazole and 0.2 g of K2CO3 were added. After an additional 45 minutes, the reaction mixture was distributed between H2O and ethyl acetate and the organic phase was washed with water. Evaporation and trituration with ether... Reactants: BrC=1C=CC=C2N=C(C(=NC12)NC(C)(C)C)Cl (8-bromo-N-(tert-butyl)-3-chloroquinoxalin-2-amine), C1(=CC=CC=C1)B(O)O (phenylboronic acid), C(=O)([O-])[O-].[Na+].[Na+] (Na2CO3). Reagents/catalysts: C=1C=CC(=CC1)[P](C=2C=CC=CC2)(C=3C=CC=CC3)[Pd]([P](C=4C=CC=CC4)(C=5C=CC=CC5)C=6C=CC=CC6)([P](C=7C=CC=CC7)(C=8C=CC=CC8)C=9C=CC=CC9)[P](C=1C=CC=CC1)(C=1C=CC=CC1)C=1C=CC=CC1 (Pd(PPh3)4). The solvent is CC#N (MeCN), O (water). Conditions: temperature 80 celsius, time 17.5 hour. Product: BrC=1C=CC=C2N=C(C(=NC12)NC(C)(C)C)C1=CC=CC=C1 (8-bromo-N-(tert-butyl)-3-phenylquinoxalin-2-amine). The yield is 61.6%. Reaction SMILES: [Br:1][C:2]1[CH:3]=[CH:4][CH:5]=[C:6]2[C:11]=1[N:10]=[C:9]([NH:12][C:13]([CH3:16])([CH3:15])[CH3:14])[C:8](Cl)=[N:7]2.[C:18]1(B(O)O)[CH:23]=[CH:22][CH:21]=[CH:20][CH:19]=1.C([O-])([O-])=O.[Na+].[Na+]>CC#N.O.C1C=CC([P]([Pd]([P](C2C=CC=CC=2)(C2C=CC=CC=2)C2C=CC=CC=2)([P](C2C=CC=CC=2)(C2C=CC=CC=2)C2C=CC=CC=2)[P](C2C=CC=CC=2)(C2C=CC=CC=2)C2C=CC=CC=2)(C2C=CC=CC=2)C2C=CC=CC=2)=CC=1>[Br:1][C:2]1[CH:3]=[CH:4][CH:5]=[C:6]2[C:11]=1[N:10]=[C:9]([NH:12][C:13]([CH3:16])([CH3:15])[CH3:14])[C:8]([C:18]1[CH:23]=[CH:22][CH:21]=[CH:20][CH:19]=1)=[N:7]2 |f:2.3.4,^1:40,42,61,80|. Reported procedure: A suspension of 8-bromo-N-(tert-butyl)-3-chloroquinoxalin-2-amine (Example 304a (˜2.5:1 mixture with 5-bromo-N-(tert-butyl)-3-chloroquinoxalin-2-amine); 119.0 mg, 0.378 mmol), phenylboronic acid (Aldrich; 46.1 mg, 0.378 mmol), Na2CO3 (200 mg, 1.891 mmol), and Pd(PPh3)4 (Strem Chemicals, Inc.; 21.85 mg, 0.019 mmol) in a mixture of MeCN (3.0 mL) and water (1.000 mL) was stirred under argon at 80° C. for 17.5 h. The reaction mixture was cooled to RT and concentrated onto silica gel. Chromatographic...